This data is from the Open Reaction Database (ORD), a public repository of structured organic reaction records. The task is: describe an organic reaction: reactants, conditions, products, and yield Starting materials: C1(=CC=CC=C1)S (benzenethiol), C1(=CC=CC=C1)P(C1=CC=CC=2C(C3=CC=CC(=C3OC12)P(C1=CC=CC=C1)C1=CC=CC=C1)(C)C)C1=CC=CC=C1 (4,5-bis(diphenylphosphino)-9,9-dimethylxanthene), C(C)(C)N(CC)C(C)C (diisopropylethylamine), C(C)(=O)OCC(CCC1=CC=C(C=C1)C1=CC=CC2=C(C=CC=C12)OS(=O)(=O)C(F)(F)F)(COC(C)=O)NC(C)=O (N-{1,1-bis(acetoxymethyl)-3-[4-(5-trifluoromethanesulfonyloxynaphthalen-1-yl)phenyl]propyl}acetamide). The reagents and catalysts are C1=CC=C(C=C1)/C=C/C(=O)/C=C/C2=CC=CC=C2.C1=CC=C(C=C1)/C=C/C(=O)/C=C/C2=CC=CC=C2.C1=CC=C(C=C1)/C=C/C(=O)/C=C/C2=CC=CC=C2.C(Cl)(Cl)Cl.[Pd].[Pd] (tris(dibenzylideneacetone)dipalladium(0) chloroform adduct). The solvent is O1CCOCC1 (1,4-dioxane), O (Water). Reaction conditions: temperature 120 celsius, time 3 hour. Product: C(C)(=O)OCC(CCC1=CC=C(C=C1)C1=CC=CC2=C(C=CC=C12)SC1=CC=CC=C1)(COC(C)=O)NC(C)=O (N-{1,1-bis(acetoxymethyl)-3-[4-(5-phenylthionaphthalen-1-yl)phenyl]propyl}acetamide). Reaction SMILES: [C:1]([O:4][CH2:5][C:6]([NH:38][C:39](=[O:41])[CH3:40])([CH2:33][O:34][C:35](=[O:37])[CH3:36])[CH2:7][CH2:8][C:9]1[CH:14]=[CH:13][C:12]([C:15]2[C:24]3[C:19](=[C:20](OS(C(F)(F)F)(=O)=O)[CH:21]=[CH:22][CH:23]=3)[CH:18]=[CH:17][CH:16]=2)=[CH:11][CH:10]=1)(=[O:3])[CH3:2].[C:42]1([SH:48])[CH:47]=[CH:46][CH:45]=[CH:44][CH:43]=1.C1(P(C2C=CC=CC=2)C2C3OC4C(=CC=CC=4P(C4C=CC=CC=4)C4C=CC=CC=4)C(C)(C)C=3C=CC=2)C=CC=CC=1.C(N(C(C)C)CC)(C)C>O1CCOCC1.C1C=CC(/C=C/C(/C=C/C2C=CC=CC=2)=O)=CC=1.C1C=CC(/C=C/C(/C=C/C2C=CC=CC=2)=O)=CC=1.C1C=CC(/C=C/C(/C=C/C2C=CC=CC=2)=O)=CC=1.C(Cl)(Cl)Cl.[Pd].[Pd].O>[C:35]([O:34][CH2:33][C:6]([NH:38][C:39](=[O:41])[CH3:40])([CH2:5][O:4][C:1](=[O:3])[CH3:2])[CH2:7][CH2:8][C:9]1[CH:14]=[CH:13][C:12]([C:15]2[C:24]3[C:19](=[C:20]([S:48][C:42]4[CH:47]=[CH:46][CH:45]=[CH:44][CH:43]=4)[CH:21]=[CH:22][CH:23]=3)[CH:18]=[CH:17][CH:16]=2)=[CH:11][CH:10]=1)(=[O:37])[CH3:36] |f:5.6.7.8.9.10|. Procedure: The compound (200 mg) of Example (1-3) was dissolved in 1,4-dioxane (700 μL), and benzenethiol (40 μL), tris(dibenzylideneacetone)dipalladium(0) chloroform adduct (9 mg), 4,5-bis(diphenylphosphino)-9,9-dimethylxanthene (Xantphos) (10 mg) and diisopropylethylamine (120 μL) were added. The mixture was stirred at 120° C. for 3 hr. Water was added to the reaction mixture, and the mixture was extracted with ethyl acetate. The extract was washed with water and saturated brine, and dried over anhydrous... Reactants: IC=1C=CC=2N(N1)C=C(N2)N (6-iodoimidazo[1,2-b]pyridazin-2-amine), C1(CC1)CC(=O)O (cyclopropylacetic acid), S(=O)(Cl)Cl (thionyl chloride), C(O)([O-])=O.[Na+] (sodium hydrogencarbonate). Reagents/catalysts: CN(C=O)C (N,N-dimethylformamide). Run in CN(C(C)=O)C (N,N-dimethylacetamide), O1CCCC1 (tetrahydrofuran). Run at time 2 hour. The product is C1(CC1)CC(=O)NC=1N=C2N(N=C(C=C2)I)C1 (2-cyclopropyl-N-(6-iodoimidazo[1,2-b]pyridazin-2-yl)acetamide). Yield: 71.8%. Reaction SMILES: [CH:1]1([CH2:4][C:5]([OH:7])=O)[CH2:3][CH2:2]1.S(Cl)(Cl)=O.[I:12][C:13]1[CH:14]=[CH:15][C:16]2[N:17]([CH:19]=[C:20]([NH2:22])[N:21]=2)[N:18]=1.C(=O)([O-])O.[Na+]>O1CCCC1.CN(C)C=O.CN(C)C(=O)C>[CH:1]1([CH2:4][C:5]([NH:22][C:20]2[N:21]=[C:16]3[CH:15]=[CH:14][C:13]([I:12])=[N:18][N:17]3[CH:19]=2)=[O:7])[CH2:2][CH2:3]1 |f:3.4|. Procedure: To a solution of cyclopropylacetic acid (441 mg, 4.4 mmol) in tetrahydrofuran (8.0 mL) were added N,N-dimethylformamide (1 drop) and thionyl chloride (0.32 mL, 4.4 mmol), and the mixture was stirred at room temperature for 2 hr. The reaction mixture was concentrated under reduced pressure, and dissolved in N,N-dimethylacetamide (2.0 mL). To a solution of 6-iodoimidazo[1,2-b]pyridazin-2-amine (1.04 g, 4.0 mmol) in N,N-dimethylacetamide (6.0 mL) was added dropwise the above-mentioned solution unde... Yields the product CN(C)c1ccc([N+](=O)[O-])c(C(=O)NCC2CCN(C(c3ccccc3)c3ccccc3)CC2)c1. Starting materials: C1CCOC1, CO, CNC, O=C(NCC1CCN(C(c2ccccc2)c2ccccc2)CC1)c1cc(F)ccc1[N+](=O)[O-]. RXN SMILES: [CH2:39]1[O:40][CH2:41][CH2:42][CH2:43]1.[CH3:34][OH:35].[CH3:36][NH:37][CH3:38].[F:1][c:2]1[cH:3][cH:4][c:5]([N+:31](=[O:32])[O-:33])[c:6]([C:7](=[O:8])[NH:9][CH2:10][CH:11]2[CH2:12][CH2:13][N:14]([CH:17]([c:18]3[cH:19][cH:20][cH:21][cH:22][cH:23]3)[c:24]3[cH:25][cH:26][cH:27][cH:28][cH:29]3)[CH2:15][CH2:16]2)[cH:30]1>>[c:2]1([N:37]([CH3:36])[CH3:38])[cH:3][cH:4][c:5]([N+:31](=[O:32])[O-:33])[c:6]([C:7](=[O:8])[NH:9][CH2:10][CH:11]2[CH2:12][CH2:13][N:14]([CH:17]([c:18]3[cH:19][cH:20][cH:21][cH:22][cH:23]3)[c:24]3[cH:25][cH:26][cH:27][cH:28][cH:29]3)[CH2:15][CH2:16]2)[cH:30]1. The solvent is CCCCCC (hexane). Reaction SMILES: CO.[OH-].[K+].O.C([O:25][CH2:26]/[CH:27]=[C:28](/[CH2:30][CH2:31]/[CH:32]=[C:33](\[CH3:45])/[CH2:34][CH2:35]/[CH:36]=[C:37](/[CH2:39][CH2:40][CH:41]=[C:42]([CH3:44])[CH3:43])\[CH3:38])\[CH3:29])(=O)CCCCCCCCCCCCCCCCC>CCCCCC>[CH2:35]([CH2:34][C:33](=[CH:32][CH2:31][CH2:30]/[C:28](=[CH:27]/[CH2:26][OH:25])/[CH3:29])[CH3:45])/[CH:36]=[C:37](/[CH2:39][CH2:40][CH:41]=[C:42]([CH3:44])[CH3:43])\[CH3:38] |f:1.2|. Run at temperature 50 celsius, time 1 hour. The reactants are CO (methanol), [OH-].[K+] (potassium hydroxide), O (water), C(CCCCCCCCCCCCCCCCC)(=O)OC\C=C(/C)\CC\C=C(\CC\C=C(/C)\CCC=C(C)C)/C (geranylgeranyl stearate). Procedure details: 250 g of methanol, 4.7 g of potassium hydroxide and 10 g of water were added to 23.0 g of geranylgeranyl stearate (containing 22.08 g of geranylgeranyl stearate and 0.37 g of geranylneryl stearate) obtained as a cake in Example 2. The reaction mixture was stirred at 50° C. for 1 hour and cooled down to room temperature, to which 130 g of hexane was added. The resulting organic phase was separated, and the aqueous phase (lower phase) was washed twice with 120 g of hexane. Thereafter, the hexane w... The yield is 100.0%. Yields the product C(\C=C(/C)\CCC=C(C)C)CC(C)=CCC\C(\C)=C\CO (geranylgeraniol). The reactants are ClC1=NC=C(C=C1)[N+](=O)[O-] (2-chloro-5-nitropyridine), ClC=1C=C(C=CC1Cl)C(C(F)(F)F)O (1-(3,4-dichlorophenyl)-2,2,2-trifluoroethanol), ice, [OH-].[Na+] (sodium hydroxide), resultant mixture, C([O-])([O-])=O.[K+].[K+] (Potassium carbonate). Solvent: CS(=O)C (dimethyl sulfoxide). The product is ClC=1C=C(C=CC1Cl)C(C(F)(F)F)OC1=NC=C(C=C1)[N+](=O)[O-] (2-[1-(3,4-dichlorophenyl)-2,2,2-trifluoroethoxy]-5-nitropyridine). Yield: 89.9%. As a reaction SMILES: Cl[C:2]1[CH:7]=[CH:6][C:5]([N+:8]([O-:10])=[O:9])=[CH:4][N:3]=1.[Cl:11][C:12]1[CH:13]=[C:14]([CH:19]([OH:24])[C:20]([F:23])([F:22])[F:21])[CH:15]=[CH:16][C:17]=1[Cl:18].C(=O)([O-])[O-].[K+].[K+].[OH-].[Na+]>CS(C)=O>[Cl:11][C:12]1[CH:13]=[C:14]([CH:19]([O:24][C:2]2[CH:7]=[CH:6][C:5]([N+:8]([O-:10])=[O:9])=[CH:4][N:3]=2)[C:20]([F:21])([F:22])[F:23])[CH:15]=[CH:16][C:17]=1[Cl:18] |f:2.3.4,5.6|. Procedure: Under a dry argon atmosphere a solution of 2-chloro-5-nitropyridine (1.6 g, 0.010 mole) and 1-(3,4-dichlorophenyl)-2,2,2-trifluoroethanol (2.5 g, 0.010 mole) in dimethyl sulfoxide (50 ml) was stirred for five minutes. Potassium carbonate (1.6 g, 0.011 mole) was added to the mixture in one portion. The resultant mixture was stirred at room temperature for approximately 18 hours. The mixture was transferred to a separatory funnel to which was added 50 g of ice and 75 ml of a 2N aqueous sodium hydr... Reactants: C1(CC1)COC1=C(C=C(C(=O)OCC2CC2)C=C1)C(F)(F)F (cyclopropylmethyl 4-(cyclopropylmethoxy)-3-(trifluoromethyl)benzoate), [Li+].[OH-] (LiOH). Run in C1CCOC1.CO (THF MeOH). Run at time 8 hour. Yields the product C1(CC1)COC1=C(C=C(C(=O)O)C=C1)C(F)(F)F (4-(Cyclopropylmethoxy)-3-(trifluoromethyl)benzoic Acid). Yield: 94.4%. RXN SMILES: [CH:1]1([CH2:4][O:5][C:6]2[CH:18]=[CH:17][C:9]([C:10]([O:12]CC3CC3)=[O:11])=[CH:8][C:7]=2[C:19]([F:22])([F:21])[F:20])[CH2:3][CH2:2]1.[Li+].[OH-]>C1COCC1.CO>[CH:1]1([CH2:4][O:5][C:6]2[CH:18]=[CH:17][C:9]([C:10]([OH:12])=[O:11])=[CH:8][C:7]=2[C:19]([F:20])([F:21])[F:22])[CH2:3][CH2:2]1 |f:1.2,3.4|. Reported procedure: To a solution of cyclopropylmethyl 4-(cyclopropylmethoxy)-3-(trifluoromethyl)benzoate (0.642 g, 2.043 mmol) in THF:MeOH (1:1, 10 mL) was added LiOH (1M, aq) (12.26 mmol). The reaction was stirred overnight, quenched with HCl (1M, aq) and extracted with EtOAc (twice). The combined extracts were dried over MgSO4 and concentrated to give the title compound as a white solid (0.502 g). LCMS m/z=261.1 [M+H]+. 1H NMR (400 MHz, CDCl3) δ ppm 0.39-0.46 (m, 2H), 0.62-0.71 (m, 2H), 1.23-1.38 (m, 1H), 4.03 (... Starting materials: C1CCOC1, CO, Cn1c(Nc2ccc(I)cc2Cl)c(C(=O)NOCC2COC(C)(C)O2)c(=O)n(C)c1=O, Cc1ccc(S(=O)(=O)O)cc1. The product is Cn1c(Nc2ccc(I)cc2Cl)c(C(=O)NOCC(O)CO)c(=O)n(C)c1=O. RXN SMILES: [CH2:32]1[O:33][CH2:34][CH2:35][CH2:36]1.[CH3:48][OH:49].[Cl:1][c:2]1[c:3]([NH:9][c:10]2[c:11]([C:20](=[O:21])[NH:22][O:23][CH2:24][CH:25]3[O:26][C:27]([CH3:30])([CH3:31])[O:28][CH2:29]3)[c:12](=[O:19])[n:13]([CH3:18])[c:14](=[O:17])[n:15]2[CH3:16])[cH:4][cH:5][c:6]([I:8])[cH:7]1.[c:37]1([CH3:38])[cH:39][cH:40][c:41]([S:42]([OH:43])(=[O:44])=[O:45])[cH:46][cH:47]1>>[Cl:1][c:2]1[c:3]([NH:9][c:10]2[c:11]([C:20](=[O:21])[NH:22][O:23][CH2:24][CH:25]([OH:26])[CH2:29][OH:28])[c:12](=[O:19])[n:13]([CH3:18])[c:14](=[O:17])[n:15]2[CH3:16])[cH:4][cH:5][c:6]([I:8])[cH:7]1.